Dataset: the Open Reaction Database (ORD), a public repository of structured organic reaction records. Task: describe an organic reaction: reactants, conditions, products, and yield Reactants: Cc1ccccc1CO, [H-], [Na+], C1CCOC1, O=C(Cl)c1ccc(C(=O)N2Cc3ccccc3Cc3ccccc32)cc1. Yields the product Cc1ccccc1COC(=O)c1ccc(C(=O)N2Cc3ccccc3Cc3ccccc32)cc1. RXN SMILES: [CH3:1][c:2]1[c:3]([CH2:4][OH:5])[cH:6][cH:7][cH:8][cH:9]1.[H-:10].[Na+:11].[O:38]1[CH2:39][CH2:40][CH2:41][CH2:42]1.[cH:12]1[cH:13][cH:14][cH:15][c:16]2[c:22]1[CH2:21][c:20]1[c:19]([cH:26][cH:25][cH:24][cH:23]1)[CH2:18][N:17]2[C:27](=[O:28])[c:29]1[cH:30][cH:31][c:32]([C:33](=[O:34])[Cl:35])[cH:36][cH:37]1>>[CH3:1][c:2]1[c:3]([CH2:4][O:5][C:33]([c:32]2[cH:31][cH:30][c:29]([C:27]([N:17]3[c:16]4[cH:15][cH:14][cH:13][cH:12][c:22]4[CH2:21][c:20]4[c:19]([cH:26][cH:25][cH:24][cH:23]4)[CH2:18]3)=[O:28])[cH:37][cH:36]2)=[O:34])[cH:6][cH:7][cH:8][cH:9]1. Reactants: C[Si](O[C@@H]1CC2[C@H](C[C@H]3[C@@H]4CC[C@@H]([C@@]4(C)CC[C@@H]3[C@]2(CC1)C)O[Si](C(C)(C)C)(C)C)O)(C(C)(C)C)C (3β,17β-di(dimethyltert-butylsilyloxy)androstane-6α-ol), C[Si](O[C@H]1CC2[C@H](C[C@H]3[C@@H]4CC[C@@H]([C@@]4(C)CC[C@@H]3[C@]2(CC1)C)O[Si](C(C)(C)C)(C)C)O)(C(C)(C)C)C (3α,17β-di(dimethyltert-butylsilyloxy)androstane-6α-ol). Reagents/catalysts: CCC[N+](CCC)(CCC)CCC.[O-][Ru](=O)(=O)=O (TPAP). Solvent: C(Cl)Cl (CH2Cl2). Run at time 2 hour. Yields the product C[Si](O[C@@H]1CC2C(C[C@H]3[C@@H]4CC[C@@H]([C@@]4(C)CC[C@@H]3[C@]2(CC1)C)O[Si](C(C)(C)C)(C)C)=O)(C(C)(C)C)C (3β,17β-di(dimethyltert-butylsilyloxy)-androstane-6-one), C[Si](O[C@H]1CC2C(C[C@H]3[C@@H]4CC[C@@H]([C@@]4(C)CC[C@@H]3[C@]2(CC1)C)O[Si](C(C)(C)C)(C)C)=O)(C(C)(C)C)C (3α,17β-di(dimethyltert-butylsilyloxy)androstane-6-one). Isolated yield 100.0%. As a reaction SMILES: [CH3:1][Si:2]([CH3:36])([C:32]([CH3:35])([CH3:34])[CH3:33])[O:3][C@H:4]1[CH2:21][CH2:20][C@@:19]2([CH3:22])[CH:6]([C@@H:7]([OH:31])[CH2:8][C@@H:9]3[C@@H:18]2[CH2:17][CH2:16][C@@:14]2([CH3:15])[C@H:10]3[CH2:11][CH2:12][C@@H:13]2[O:23][Si:24]([CH3:30])([CH3:29])[C:25]([CH3:28])([CH3:27])[CH3:26])[CH2:5]1.[CH3:37][Si:38]([CH3:72])([C:68]([CH3:71])([CH3:70])[CH3:69])[O:39][C@@H:40]1[CH2:57][CH2:56][C@@:55]2([CH3:58])[CH:42]([C@@H:43]([OH:67])[CH2:44][C@@H:45]3[C@@H:54]2[CH2:53][CH2:52][C@@:50]2([CH3:51])[C@H:46]3[CH2:47][CH2:48][C@@H:49]2[O:59][Si:60]([CH3:66])([CH3:65])[C:61]([CH3:64])([CH3:63])[CH3:62])[CH2:41]1>C(Cl)Cl.CCC[N+](CCC)(CCC)CCC.[O-][Ru](=O)(=O)=O>[CH3:36][Si:2]([CH3:1])([C:32]([CH3:35])([CH3:34])[CH3:33])[O:3][C@H:4]1[CH2:21][CH2:20][C@@:19]2([CH3:22])[CH:6]([C:7](=[O:31])[CH2:8][C@@H:9]3[C@@H:18]2[CH2:17][CH2:16][C@@:14]2([CH3:15])[C@H:10]3[CH2:11][CH2:12][C@@H:13]2[O:23][Si:24]([CH3:29])([CH3:30])[C:25]([CH3:26])([CH3:27])[CH3:28])[CH2:5]1.[CH3:72][Si:38]([CH3:37])([C:68]([CH3:71])([CH3:70])[CH3:69])[O:39][C@@H:40]1[CH2:57][CH2:56][C@@:55]2([CH3:58])[CH:42]([C:43](=[O:67])[CH2:44][C@@H:45]3[C@@H:54]2[CH2:53][CH2:52][C@@:50]2([CH3:51])[C@H:46]3[CH2:47][CH2:48][C@@H:49]2[O:59][Si:60]([CH3:65])([CH3:66])[C:61]([CH3:62])([CH3:63])[CH3:64])[CH2:41]1 |f:3.4|. Procedure: To a solution of 3β,17β-di(dimethyltert-butylsilyloxy)androstane-6α-ol and 3α,17β-di(dimethyltert-butylsilyloxy)androstane-6α-ol (90/10 mixture, 6.30 g) in CH2Cl2 (60 mL) under N2, NMNO (4.07 g), TPAP (0.412 g) and 4 Å molecular sieves (3.50 g) were added. The mixture was stirred for 2 h and then SiO2 was added. The mixture was purified by flash chromatography (SiO2, n-hexane/Et2O 50/50) to give 3β,17β-di(dimethyltert-butylsilyloxy)-androstane-6-one and 3α,17β-di(dimethyltert-butylsilyloxy)andro... Reactants: C(C)(=O)N1C(OC[C@H]1CC1=CC=CC=C1)=O ((R)-3-acetyl-4-benzyloxazolidin-2-one), C(C)(C)N(CC)C(C)C (diisopropylethyl amine), [N+](=O)([O-])/C=C/C=1C=C(OCC2=CC=CC=C2)C=CC1 ((E)-1-((3-(2-nitrovinyl)phenoxy)methyl)benzene). Reported procedure: At −78° C., titanium(iv) chloride (1.0 M solution in DCM) (17.8 mL, 17.8 mmol) was added slowly to a solution of (R)-3-acetyl-4-benzyloxazolidin-2-one (available from Aldrich) (3.55 g, 16.2 mmol) in DCM (80 mL), followed by slow addition of diisopropylethyl amine (3.38 mL, 19.4 mmol). The mixture was stirred at −78° C. for 30 minutes and then a solution of (E)-1-((3-(2-nitrovinyl)phenoxy)methyl)benzene (94.1A) (4.13 g, 16.2 mmol) (commercially available from Aldrich) in DCM (17 mL) was added dro... Reaction conditions: temperature -78 celsius, time 30 minute. Yields the product [N+](=O)([O-])C[C@H](CC(=O)N1C(OC[C@H]1CC1=CC=CC=C1)=O)C1=CC(=CC=C1)OCC1=CC=CC=C1 ((4R)-3-((3R)-4-Nitro-3-(3-((phenylmethyl)oxy)phenyl)butanoyl)-4-(phenylmethyl)-1,3-oxazolidin-2-one). Solvent: C(Cl)Cl (DCM), C(Cl)Cl (DCM). Reaction SMILES: [C:1]([N:4]1[C@H:8]([CH2:9][C:10]2[CH:15]=[CH:14][CH:13]=[CH:12][CH:11]=2)[CH2:7][O:6][C:5]1=[O:16])(=[O:3])[CH3:2].C(N(C(C)C)CC)(C)C.[N+:26](/[CH:29]=[CH:30]/[C:31]1[CH:32]=[C:33]([CH:42]=[CH:43][CH:44]=1)[O:34][CH2:35][C:36]1[CH:41]=[CH:40][CH:39]=[CH:38][CH:37]=1)([O-:28])=[O:27]>C(Cl)Cl.[Ti](Cl)(Cl)(Cl)Cl>[N+:26]([CH2:29][C@@H:30]([C:31]1[CH:44]=[CH:43][CH:42]=[C:33]([O:34][CH2:35][C:36]2[CH:41]=[CH:40][CH:39]=[CH:38][CH:37]=2)[CH:32]=1)[CH2:2][C:1]([N:4]1[C@H:8]([CH2:9][C:10]2[CH:15]=[CH:14][CH:13]=[CH:12][CH:11]=2)[CH2:7][O:6][C:5]1=[O:16])=[O:3])([O-:28])=[O:27]. The reagents and catalysts are [Ti](Cl)(Cl)(Cl)Cl (titanium(iv) chloride), Cl[Ti](Cl)(Cl)Cl (TiCl4). The reactants are S(=O)(=O)([O-])[O-].[Na+].[Na+] (sodium sulfate), C(C)(=O)O[BH-](OC(C)=O)OC(C)=O.[Na+] (sodium triacetoxyborohydride), C(=O)(OC(C)(C)C)N1CCN(CC1)C1CCNCC1 (1-boc-4-(piperidin-4-yl)-piperazine), O1CC(C1)=O (3-oxetanone). The solvent is C(C)(=O)O (acetic acid), ClCCl (dichloromethane), O (water). Reaction conditions: time 10 minute. The product is O1CC(C1)N1CCC(CC1)N1CCN(CC1)C(=O)OC(C)(C)C (tert-butyl 4-(1-(oxetan-3-yl)-piperidin-4-yl)-piperazine-1-carboxylate). The yield is 26.9%. As a reaction SMILES: [C:1]([N:8]1[CH2:13][CH2:12][N:11]([CH:14]2[CH2:19][CH2:18][NH:17][CH2:16][CH2:15]2)[CH2:10][CH2:9]1)([O:3][C:4]([CH3:7])([CH3:6])[CH3:5])=[O:2].[O:20]1[CH2:23][C:22](=O)[CH2:21]1.S([O-])([O-])(=O)=O.[Na+].[Na+].C(O[BH-](OC(=O)C)OC(=O)C)(=O)C.[Na+]>ClCCl.O.C(O)(=O)C>[O:20]1[CH2:23][CH:22]([N:17]2[CH2:18][CH2:19][CH:14]([N:11]3[CH2:10][CH2:9][N:8]([C:1]([O:3][C:4]([CH3:7])([CH3:6])[CH3:5])=[O:2])[CH2:13][CH2:12]3)[CH2:15][CH2:16]2)[CH2:21]1 |f:2.3.4,5.6|. Procedure details: In a 100 ml round-bottom flask 2 g (7.42 mmol) of 1-boc-4-(piperidin-4-yl)-piperazine and 1.07 g (14.85 mmol) of 3-oxetanone were dissolved in 30 ml of dichloromethane. 3.16 g (22.27 mmol) of sodium sulfate were added and the reaction was stirred for 10 min. Subsequently, 2.203 g (10.39 mmol) of sodium triacetoxyborohydride were added and the reaction was stirred for 5 min. pH was adjusted to 5-6 with acetic acid and the reaction was stirred over night. Then, 50 ml of water were added and the re... Starting materials: [OH-].[Na+] (sodium hydroxide), P(=O)(Cl)(Cl)Cl (Phosphorus oxychloride), C(CCC)C=1NC(C2=C(N1)C=CN2)=O (2-butyl-3H-pyrrolo[3,2-d]pyrimidin-4(5H)-one), resultant mixture. Yield: 91.2%. The product is C(CCC)C=1N=C(C2=C(N1)C=CN2)Cl (2-Butyl-4-chloro-5H-pyrrolo[3,2-d]pyrimidine). Procedure: Phosphorus oxychloride (20 mL, 21.46 mmol) was added to 2-butyl-3H-pyrrolo[3,2-d]pyrimidin-4(5H)-one (1.69 g). The resultant mixture was heated at 100° C. After 4 hours the reaction mixture was cooled to room temperature then poured onto ice. The aqueous phase was treated with aqueous sodium hydroxide solution (5M) until the pH was 7. The resultant mixture was extracted with ethyl acetate (2×150 mL). The combined organic phase were washed with brine, dried (Na2SO4), filtered and evaporated to gi... RXN SMILES: P(Cl)(Cl)([Cl:3])=O.[CH2:6]([C:10]1[NH:11][C:12](=O)[C:13]2[NH:18][CH:17]=[CH:16][C:14]=2[N:15]=1)[CH2:7][CH2:8][CH3:9].[OH-].[Na+]>>[CH2:6]([C:10]1[N:11]=[C:12]([Cl:3])[C:13]2[NH:18][CH:17]=[CH:16][C:14]=2[N:15]=1)[CH2:7][CH2:8][CH3:9] |f:2.3|. The reactants are NC1=NC(=NS1)C(Cl)(Cl)Cl (5-amino-3-trichloromethyl-1,2,4-thiadiazole), [N+](=O)([O-])C=1C=C(C(=O)Cl)C=CC1 (3-nitrobenzoyl chloride). Solvent: C=1(C(=CC=CC1)C)C (xylene). Product: [N+](=O)([O-])C=1C=C(C(=O)NC2=NC(=NS2)C(Cl)(Cl)Cl)C=CC1 (5-(3-Nitrobenzamido)-3-Trichloromethyl-1,2,4-Thiadiazole). Isolated yield 69.1%. RXN SMILES: [NH2:1][C:2]1[S:6][N:5]=[C:4]([C:7]([Cl:10])([Cl:9])[Cl:8])[N:3]=1.[N+:11]([C:14]1[CH:15]=[C:16]([CH:20]=[CH:21][CH:22]=1)[C:17](Cl)=[O:18])([O-:13])=[O:12]>C1(C)C(C)=CC=CC=1>[N+:11]([C:14]1[CH:15]=[C:16]([CH:20]=[CH:21][CH:22]=1)[C:17]([NH:1][C:2]1[S:6][N:5]=[C:4]([C:7]([Cl:10])([Cl:9])[Cl:8])[N:3]=1)=[O:18])([O-:13])=[O:12]. Reported procedure: A solution of 21.8 g (0.1 mole) 5-amino-3-trichloromethyl-1,2,4-thiadiazole and 18.6 g (0.1 mole) 3-nitrobenzoyl chloride in 250 ml xylene was heated at reflux for 20 hours. Unreacted starting amino compound was recovered by cooling the reaction mixture and filtering the resulting precipitate. The filtrate was concentrated in vacuo and the residue recrystallized from xylene. After washing with petroleum ether, 25.4 g (69% yield) of pure product was obtained; m.p. 198° C. Starting materials: BrCCBr, CO, C[O-], [Na+], O, N#CSc1ccc[nH]1. RXN SMILES: [Br:9][CH2:10][CH2:11][Br:12].[CH3:13][OH:14].[CH3:15][O-:16].[Na+:17].[OH2:18].[S:1]([C:2]#[N:3])[c:4]1[nH:5][cH:6][cH:7][cH:8]1>>[S:1]([CH2:2][CH2:10][Br:9])[c:4]1[nH:5][cH:6][cH:7][cH:8]1. The product is BrCCSc1ccc[nH]1. The reactants are [OH-].[Mg+2].[OH-] (magnesium hydroxide), [OH-].[Mg+2].[OH-] (magnesium hydroxide), [Si](O)(O)(O)O (silicic acid). Product: [Si]([O-])([O-])([O-])[O-].[Mg+2].[Mg+2] (magnesium silicate), [OH-].[Mg+2].[OH-] (magnesium hydroxide). Reaction SMILES: [OH-:1].[Mg+2:2].[OH-].[Si:4]([OH:8])([OH:7])([OH:6])[OH:5]>>[Si:4]([O-:8])([O-:7])([O-:6])[O-:5].[Mg+2:2].[Mg+2:2].[OH-:1].[Mg+2:2].[OH-:5] |f:0.1.2,4.5.6,7.8.9|. Procedure: Patent document 1 discloses a method of manufacturing a magnesium hydroxide particle having a large specific surface area by heating magnesium hydroxide and amorphous silicic acid in an aqueous medium to form magnesium silicate on the surface of a magnesium hydroxide particle. However, the reason that the specific surface area of the magnesium hydroxide particle obtained by this manufacturing method is large is assumed to be the influence of both magnesium silicate formed only on the surface and... The product is C(C1=CC=CC=C1)(=O)NC(C(=O)O)C(C)(C)C (2-(benzoylamino)-3,3-dimethylbutanoic Acid). RXN SMILES: [NH2:1][C@H:2]([C:7]([OH:9])=[O:8])[C:3]([CH3:6])([CH3:5])[CH3:4].[C:10](Cl)(=[O:17])[C:11]1[CH:16]=[CH:15][CH:14]=[CH:13][CH:12]=1>>[C:10]([NH:1][CH:2]([C:3]([CH3:6])([CH3:5])[CH3:4])[C:7]([OH:9])=[O:8])(=[O:17])[C:11]1[CH:16]=[CH:15][CH:14]=[CH:13][CH:12]=1. Procedure details: Racemic tert-butylglycine and benzoyl chloride were processed as described in Example 26A to provide the desired product. Starting materials: N[C@@H](C(C)(C)C)C(=O)O (Racemic tert-butylglycine), C(C1=CC=CC=C1)(=O)Cl (benzoyl chloride).